This data is from the Open Reaction Database (ORD), a public repository of structured organic reaction records. The task is: describe an organic reaction: reactants, conditions, products, and yield Reactants: C(=O)(OCC)C=1C(=C(C(=NC1C(C)C)C(C)C)C=O)C1=CC=C(C=C1)F (5-Carboethoxy-2,6-diisopropyl-4-(4-fluorophenyl)-3-pyridinecarboxaldehyde), C(C)[Mg]Br (ethyl magnesium bromide). Run in C(C)(=O)OCC.CCCCCC (ethyl acetate hexane). Yields the product C(C)(C)C1=NC(=C(C(=C1CO)C1=CC=C(C=C1)F)C(CC)O)C(C)C ((±)-2,6-Diisopropyl-3-hydroxymethyl-4-(4-fluorophenyl)-5-(1-hydroxy-propyl)pyridine). Reaction SMILES: [C:1]([C:6]1[C:7]([C:20]2[CH:25]=[CH:24][C:23]([F:26])=[CH:22][CH:21]=2)=[C:8]([CH:18]=[O:19])[C:9]([CH:15]([CH3:17])[CH3:16])=[N:10][C:11]=1[CH:12]([CH3:14])[CH3:13])([O:3]CC)=O.[CH2:27]([Mg]Br)[CH3:28]>C(OCC)(=O)C.CCCCCC>[CH:15]([C:9]1[C:8]([CH2:18][OH:19])=[C:7]([C:20]2[CH:21]=[CH:22][C:23]([F:26])=[CH:24][CH:25]=2)[C:6]([CH:1]([OH:3])[CH2:27][CH3:28])=[C:11]([CH:12]([CH3:13])[CH3:14])[N:10]=1)([CH3:16])[CH3:17] |f:2.3|. Reported procedure: The title compound was prepared from 5-carboethoxy-2,6-diisopropyl-4-(4-fluorophenyl)-3-pyridinecarboxaldehyde (Example 1, Step E) and ethyl magnesium bromide, according to the procedures described in Example 93. 1H NMR (300 MHz, CDCl3): δ 7.15 (m, 4 H), 4.40 (dq, J=3.7, J=5.2 Hz, 1 H), 4.30 (d, 5.5 Hz, 2 H), 3.72 (septet, J=6.6 Hz, 1 H), 3.42 (septet, 6.6 Hz, 1 H), 1.88 (m, 1 H), 1.63 (t, J=5.5 Hz, 1 H), 1.27 (m, 14 H), 0.804 (t, J=7.36 Hz, 3 H). FAB-MS: calcd for (C21H28NFO2) 345, found 346 (M...